This data is from the Open Reaction Database (ORD), a public repository of structured organic reaction records. The task is: describe an organic reaction: reactants, conditions, products, and yield Reactants: C(CCC)[Li] (n-butyl lithium), solution, ClC=1C(=NC=C(C1)Cl)C (3,5-dichloropicoline), C(C)(C)NC(C)C (N,N-Diisopropylamine), C(=O)C1=CC=C(C2=C1C=C(O2)C(=O)OCC)OC (ethyl 4-formyl-7-methoxybenzofuran-2-carboxylate). Run in CCCCCC (hexane), C1CCOC1 (THF), C1CCOC1 (THF). Reaction conditions: temperature -78 celsius, time 5 minute. Product: ClC=1C=NC=C(C1CC(=O)C1=CC=C(C2=C1C=C(O2)C(=O)O)OC)Cl (4-[2-(3,5-Dichloro-4-pyridyl)-1-oxoethyl]-7-methoxybenzofuran-2-carboxylic Acid). Yield: 87.0%. As a reaction SMILES: [CH:1](NC(C)C)(C)C.C([Li])CCC.[Cl:13][C:14]1[C:15](C)=[N:16][CH:17]=[C:18]([Cl:20])[CH:19]=1.[CH:22]([C:24]1[C:29]2[CH:30]=[C:31]([C:33]([O:35]CC)=[O:34])[O:32][C:28]=2[C:27]([O:38][CH3:39])=[CH:26][CH:25]=1)=[O:23]>C1COCC1.CCCCCC>[Cl:20][C:18]1[CH:17]=[N:16][CH:15]=[C:14]([Cl:13])[C:19]=1[CH2:1][C:22]([C:24]1[C:29]2[CH:30]=[C:31]([C:33]([OH:35])=[O:34])[O:32][C:28]=2[C:27]([O:38][CH3:39])=[CH:26][CH:25]=1)=[O:23]. Reported procedure: N,N-Diisopropylamine (8.5 ml) was dissolved in anhydrous THF (150 ml), n-butyl lithium (a 1.65 mol/l solution in hexane, 32 ml) was dropwise added thereto at −78° C. in an argon atmosphere, and the mixture was stirred for 5 minutes. The mixture was stirred at room temperature for 3 minutes and then cooled again to −78° C., 3,5-dichloropicoline (7.2 g) was added thereto, and the mixture was stirred for 30 minutes, which was dropwise added at −78° C. over 1 hour in an argon atmosphere to a solutio... Starting materials: CC=1C=CC=C2C(=CN=NC12)C(=O)OC (Methyl 8-Methylcinnoline-4-carboxylate), C(C1=CC=CC=C1)(=O)OOC(C1=CC=CC=C1)=O (benzoyl peroxide), C(Cl)(Cl)(Cl)Cl (carbon tetrachloride), BrN1C(CCC1=O)=O (N-bromosuccinimide). Reagents/catalysts: [W] (tungsten). Yields the product ClCC=1C=CC=C2C(=CN=NC12)C(=O)OC (methyl 8-(chloromethyl)cinnoline-4-carboxylate). As a reaction SMILES: [CH3:1][C:2]1[CH:3]=[CH:4][CH:5]=[C:6]2[C:11]=1[N:10]=[N:9][CH:8]=[C:7]2[C:12]([O:14][CH3:15])=[O:13].C(OOC(=O)C1C=CC=CC=1)(=O)C1C=CC=CC=1.BrN1C(=O)CCC1=O.C(Cl)(Cl)(Cl)[Cl:43]>[W]>[Cl:43][CH2:1][C:2]1[CH:3]=[CH:4][CH:5]=[C:6]2[C:11]=1[N:10]=[N:9][CH:8]=[C:7]2[C:12]([O:14][CH3:15])=[O:13]. Reported procedure: To 4.3 g of 50 in 1900 ml of carbon tetrachloride a few milligrams of benzoyl peroxide was added, followed by 3.2 g of N-bromosuccinimide and the stirred mixture was refluxed and irradiated with a 200-watt tungsten lamp for 6 hours. The resulting mixture was cooled, washed with water, then with very dilute aqueous sodium bicarbonate solution, dried (MgSO4) and stripped of solvent. The residue (methyl 8-(bromomethyl)cinnoline-4-carboxylate) (58A) was dissolved in 80 ml of acetone, 2.11 g of lithi... The reactants are [C-]#N.[K+] (potassium cyanide), CS(=O)(=O)OCCC(C1=CC2=CC=CC=C2C=C1)C1=CNC2=C(C=CC=C12)CSC (3-{7-[(Methylsulfanyl)methyl]-1H-indol-3-yl}-3-(naphthalen-2-yl)propyl methanesulfonate), CN(C)C=O (DMF). Conditions: temperature 80 celsius, time 4 hour. Product: CSCC=1C=CC=C2C(=CNC12)C(CCC#N)C1=CC2=CC=CC=C2C=C1 (4-{7-[(Methylsulfanyl)methyl]-1H-indol-3-yl}-4-(naphthalen-2-yl)butanonitrile). RXN SMILES: [C-:1]#[N:2].[K+].CS(O[CH2:9][CH2:10][CH:11]([C:22]1[C:30]2[C:25](=[C:26]([CH2:31][S:32][CH3:33])[CH:27]=[CH:28][CH:29]=2)NC=1)[C:12]1[CH:21]=[CH:20][C:19]2[C:14](=[CH:15][CH:16]=[CH:17][CH:18]=2)[CH:13]=1)(=O)=O.C[N:35]([CH:37]=O)C>>[CH3:33][S:32][CH2:31][C:26]1[CH:27]=[CH:28][CH:29]=[C:30]2[C:25]=1[NH:2][CH:1]=[C:22]2[CH:11]([C:12]1[CH:21]=[CH:20][C:19]2[C:14](=[CH:15][CH:16]=[CH:17][CH:18]=2)[CH:13]=1)[CH2:10][CH2:9][C:37]#[N:35] |f:0.1|. Procedure details: 97.5 mg (1.50 mmol) of potassium cyanide were added to 329 mg (0.75 mmol) of the compound from Example 64A in 15 ml of DMF. The mixture was stirred at 80° C. for 4 h and then concentrated, and the residue was taken up in ethyl acetate, washed with saturated aqueous sodium bicarbonate solution, water and saturated aqueous sodium chloride solution, dried over magnesium sulfate, filtered and concentrated. The crude product was purified by preparative HPLC (RP18 column; mobile phase: acetonitrile/wa... Starting materials: CCC1(OC(C)=O)C(=O)OCc2c1cc1n(c2=O)Cc2c-1nc1ccccc1c2CC[Si](C)(C)CCC[NH3+], ClCCl, O=C([O-])C(F)(F)F, O=S(=O)(OS(=O)(=O)C(F)(F)F)C(F)(F)F, c1ccncc1. The product is CCC1(OC(C)=O)C(=O)OCc2c1cc1n(c2=O)Cc2c-1nc1ccccc1c2CC[Si](C)(C)CCCNC(=O)C(F)(F)F. RXN SMILES: [C:1]([CH3:2])(=[O:3])[O:4][C:5]1([CH2:37][CH3:38])[C:6](=[O:36])[O:7][CH2:8][c:9]2[c:10]1[cH:11][c:12]1[n:20]([c:21]2=[O:22])[CH2:19][c:18]2[c:13]-1[n:14][c:15]1[c:16]([c:17]2[CH2:23][CH2:24][Si:25]([CH2:26][CH2:27][CH2:28][NH3+:29])([CH3:30])[CH3:31])[cH:32][cH:33][cH:34][cH:35]1.[Cl:67][CH2:68][Cl:69].[F:39][C:40]([C:41](=[O:42])[O-:43])([F:44])[F:45].[F:46][C:47]([S:48]([O:49][S:50]([C:51]([F:52])([F:53])[F:54])(=[O:55])=[O:56])(=[O:57])=[O:58])([F:59])[F:60].[cH:61]1[cH:62][cH:63][n:64][cH:65][cH:66]1>>[C:1]([CH3:2])(=[O:3])[O:4][C:5]1([CH2:37][CH3:38])[C:6](=[O:36])[O:7][CH2:8][c:9]2[c:10]1[cH:11][c:12]1[n:20]([c:21]2=[O:22])[CH2:19][c:18]2[c:13]-1[n:14][c:15]1[c:16]([c:17]2[CH2:23][CH2:24][Si:25]([CH2:26][CH2:27][CH2:28][NH:29][C:41]([C:40]([F:39])([F:44])[F:45])=[O:42])([CH3:30])[CH3:31])[cH:32][cH:33][cH:34][cH:35]1. The reactants are Cc1c(CO)nc2ccccc2c1OCc1ccccc1, Clc1cc(Cl)c(OCC2CCOCC2)nc1Cl, [H-], [Na+], CN(C)C=O, O. Yields the product Cc1c(COc2nc(OCC3CCOCC3)c(Cl)cc2Cl)nc2ccccc2c1OCc1ccccc1. As a reaction SMILES: [CH2:18]([c:19]1[cH:20][cH:21][cH:22][cH:23][cH:24]1)[O:25][c:26]1[c:27]([CH3:38])[c:28]([CH2:36][OH:37])[n:29][c:30]2[cH:31][cH:32][cH:33][cH:34][c:35]12.[Cl:1][c:2]1[n:3][c:4]([O:10][CH2:11][CH:12]2[CH2:13][CH2:14][O:15][CH2:16][CH2:17]2)[c:5]([Cl:9])[cH:6][c:7]1[Cl:8].[H-:39].[Na+:40].[O:42]=[CH:43][N:44]([CH3:45])[CH3:46].[OH2:41]>>[c:2]1([O:37][CH2:36][c:28]2[c:27]([CH3:38])[c:26]([O:25][CH2:18][c:19]3[cH:20][cH:21][cH:22][cH:23][cH:24]3)[c:35]3[c:30]([n:29]2)[cH:31][cH:32][cH:33][cH:34]3)[n:3][c:4]([O:10][CH2:11][CH:12]2[CH2:13][CH2:14][O:15][CH2:16][CH2:17]2)[c:5]([Cl:9])[cH:6][c:7]1[Cl:8]. Starting materials: C(CCC)OC1=NC(=C2N=C(N(C2=N1)CCC1CNCCC1)OC)N (2-(butyloxy)-8-(methyloxy)-9-[2-(3-piperidinyl)ethyl]-9H-purin-6-amine), IC1CCCCC1 (iodocyclohexane). Yields the product NC1=C2NC(N(C2=NC(=N1)OCCCC)CCC1CN(CCC1)C1CCCCC1)=O (6-Amino-2-(butyloxy)-9-[2-(1-cyclohexyl-3-piperidinyl)ethyl]-7,9-dihydro-8H-purin-8-one). Reaction SMILES: [CH2:1]([O:5][C:6]1[N:14]=[C:13]2[C:9]([N:10]=[C:11]([O:23]C)[N:12]2[CH2:15][CH2:16][CH:17]2[CH2:22][CH2:21][CH2:20][NH:19][CH2:18]2)=[C:8]([NH2:25])[N:7]=1)[CH2:2][CH2:3][CH3:4].I[CH:27]1[CH2:32][CH2:31][CH2:30][CH2:29][CH2:28]1>>[NH2:25][C:8]1[N:7]=[C:6]([O:5][CH2:1][CH2:2][CH2:3][CH3:4])[N:14]=[C:13]2[C:9]=1[NH:10][C:11](=[O:23])[N:12]2[CH2:15][CH2:16][CH:17]1[CH2:22][CH2:21][CH2:20][N:19]([CH:27]2[CH2:32][CH2:31][CH2:30][CH2:29][CH2:28]2)[CH2:18]1. Procedure: Prepared similarly to Example 14 from 2-(butyloxy)-8-(methyloxy)-9-[2-(3-piperidinyl)ethyl]-9H-purin-6-amine and iodocyclohexane. Reactants: ClC(Cl)Cl, CCOC(=O)c1c(N)sc2ccccc12, O=C1CCC(=O)N1Br. The product is CCOC(=O)c1c(N)sc2cc(Br)ccc12. As a reaction SMILES: [CH:24]([Cl:25])([Cl:26])[Cl:27].[NH2:1][c:2]1[s:3][c:4]2[c:5]([c:6]1[C:7](=[O:8])[O:9][CH2:10][CH3:11])[cH:12][cH:13][cH:14][cH:15]2.[O:16]=[C:17]1[N:18]([Br:23])[C:19](=[O:20])[CH2:21][CH2:22]1>>[NH2:1][c:2]1[s:3][c:4]2[c:5]([c:6]1[C:7](=[O:8])[O:9][CH2:10][CH3:11])[cH:12][cH:13][c:14]([Br:23])[cH:15]2.